This data is from the Open Reaction Database (ORD), a public repository of structured organic reaction records. The task is: describe an organic reaction: reactants, conditions, products, and yield Reactants: C(C)OC(=O)C1=NN2C(C(NCC2)=O)=C1 (4,5,6,7-tetrahydro-4-oxo-pyrazolo[1,5-a]pyrazine-2-carboxylic acid ethyl ester), C(C)OC(=O)C1=NNC(=C1Cl)C(=O)OCC (4-chloro-1H-pyrazole-3,5-dicarboxylic acid diethyl ester), 2-(2-tert-butoxycarbonylamino)ethyl bromide, C(C)OC(=O)C=1N(N=C(C1)COC1=CC=CC=C1)CCNC(=O)OC(C)(C)C (2-(2-tert-butoxycarbonylamino-ethyl)-5-phenoxymethyl-2H-pyrazole-3-carboxylic acid ethyl ester). The product is C(C)OC(=O)C1=NN2C(C(NCC2)=O)=C1Cl (3-Chloro-4-oxo-4,5,6,7-tetrahydro-pyrazolo[1,5-a]pyrazine-2-carboxylic acid ethyl ester). As a reaction SMILES: C(O[C:4]([C:6]1[C:10]([Cl:11])=[C:9]([C:12]([O:14][CH2:15][CH3:16])=[O:13])[NH:8][N:7]=1)=[O:5])C.C(O[C:20]([C:22]1[N:23](CCNC(OC(C)(C)C)=O)N=C(COC2C=CC=CC=2)C=1)=O)C.C(OC(C1C=C2C(=O)NCCN2N=1)=O)C>>[CH2:15]([O:14][C:12]([C:9]1[C:10]([Cl:11])=[C:6]2[C:4](=[O:5])[NH:23][CH2:22][CH2:20][N:7]2[N:8]=1)=[O:13])[CH3:16]. Procedure: The compound was prepared from 4-chloro-1H-pyrazole-3,5-dicarboxylic acid diethyl ester and 2-(2-tert-butoxycarbonylamino)ethyl bromide using the methods described in the preceding examples 5 (2-(2-tert-butoxycarbonylamino-ethyl)-5-phenoxymethyl-2H-pyrazole-3-carboxylic acid ethyl ester) and 48 (4,5,6,7-tetrahydro-4-oxo-pyrazolo[1,5-a]pyrazine-2-carboxylic acid ethyl ester. Reactants: O=C1NC2=C(N1CC(=O)OC(C)(C)C)C=CC=C2 (tert-butyl (2-oxo-2,3-dihydro-1H-benzimidazol-1-yl)acetate), C(C)(C)(C)OC(CN1C(N(C2=C1C=C(C=C2C)C)CC(=O)OC)=O)=O (tert-Butyl[3-(2-methoxy-2-oxoethyl)-4,6-dimethyl-2-oxo-2,3-dihydro-1H-benzimidazol-1-yl]acetate). The product is COC(CN1C(N(C2=C1C(=CC(=C2)C)C)CC(=O)O)=O)=O ([3-(2-Methoxy-2-oxoethyl)-4,6-dimethyl-2-oxo-2,3-dihydro-1H-benzimidazol-1-yl]acetic acid). As a reaction SMILES: O=C1N(CC(OC(C)(C)C)=O)C2C=CC=CC=2N1.C([O:23][C:24](=[O:43])[CH2:25][N:26]1[C:30]2[CH:31]=[C:32]([CH3:36])[CH:33]=[C:34]([CH3:35])[C:29]=2[N:28]([CH2:37][C:38]([O:40][CH3:41])=[O:39])[C:27]1=[O:42])(C)(C)C>>[CH3:41][O:40][C:38](=[O:39])[CH2:37][N:28]1[C:29]2[C:34]([CH3:35])=[CH:33][C:32]([CH3:36])=[CH:31][C:30]=2[N:26]([CH2:25][C:24]([OH:43])=[O:23])[C:27]1=[O:42]. Procedure: Essentially following the procedures described for Intermediate 7, but using tert-butyl [3-(2-methoxy-2-oxoethyl)-4,6-dimethyl-2-oxo-2,3-dihydro-1H-benzimidazol-1-yl]acetate from Step C in place of tert-butyl (2-oxo-3-pyridin-2-yl-2,3-dihydro-1H-benzimidazol-1-yl)acetate, the title compound was prepared. MS: m/z=293 (M+1). Reactants: ClC=1C=C2C(=CNC2=CC1)C=1CCNCC1 (5-chloro-3-(1,2,3,6-tetrahydropyridine-4-yl)-1H-indole), CN(C1(CCC(CC1)=O)C1=CC=CC=C1)C (4-dimethylamino-4-phenylcyclohexanone), C(C)(=O)O (acetic acid), sodium triacetoxy boron hydride. The solvent is ClCCCl (1,2-dichloro-ethane). Run at time 24 hour. Yields the product ClC=1C=C2C(=CNC2=CC1)C=1CCN(CC1)C1CCC(CC1)(C1=CC=CC=C1)N(C)C (4-[4-(5-chloro-1H-indol-3-yl)-3,6-dihydro-2H-pyridine-1-yl]-1-phenylcyclohexyldimethylamine). RXN SMILES: [Cl:1][C:2]1[CH:3]=[C:4]2[C:8](=[CH:9][CH:10]=1)[NH:7][CH:6]=[C:5]2[C:11]1[CH2:12][CH2:13][NH:14][CH2:15][CH:16]=1.[CH3:17][N:18]([CH3:32])[C:19]1([C:26]2[CH:31]=[CH:30][CH:29]=[CH:28][CH:27]=2)[CH2:24][CH2:23][C:22](=O)[CH2:21][CH2:20]1.C(O)(=O)C>ClCCCl>[Cl:1][C:2]1[CH:3]=[C:4]2[C:8](=[CH:9][CH:10]=1)[NH:7][CH:6]=[C:5]2[C:11]1[CH2:12][CH2:13][N:14]([CH:22]2[CH2:21][CH2:20][C:19]([N:18]([CH3:32])[CH3:17])([C:26]3[CH:31]=[CH:30][CH:29]=[CH:28][CH:27]=3)[CH2:24][CH2:23]2)[CH2:15][CH:16]=1. Reported procedure: 5-chloro-3-(1,2,3,6-tetrahydropyridine-4-yl)-1H-indole (170 mg, 0.79 mmole) and 4-dimethylamino-4-phenylcyclohexanone (171 mg, 0.79 mmole) were dissolved in dry 1,2-dichloro-ethane (10 ml). Glacial acetic acid (0.79 mmole) and sodium triacetoxy boron hydride (300 mg, 1.4 mmole) were added to this mixture. The reaction mixture was then stirred for 24 hours at RT. The reaction mixture was worked up by distilling off the 1,2-dichloroethane and diluting with water (10 ml). The reaction mixture was a... The reactants are C1(=O)OC=CC2=CC=CC=C12 (isocoumarin), O.NN (hydrazine hydrate), O (water), NN1C(C2=CC=CC=C2CC1O)=O (2-amino-3,4-dihydro-3-hydroxy-1H(2H)-isoquinolinone), Cl (hydrochloric acid), C([O-])([O-])=O.[Na+].[Na+] (sodium carbonate). Solvent: C(C)O (ethanol). Reaction conditions: time 1 hour. Product: NN1C(C2=CC=CC=C2C=C1)=O (2-Amino-isoquinoline-1(2H)-one). RXN SMILES: C1(C2C(=CC=CC=2)C=CO1)=O.O.NN.O.[NH2:16][N:17]1[CH:26](O)[CH2:25][C:24]2[C:19](=[CH:20][CH:21]=[CH:22][CH:23]=2)[C:18]1=[O:28].Cl.C(=O)([O-])[O-].[Na+].[Na+]>C(O)C>[NH2:16][N:17]1[CH:26]=[CH:25][C:24]2[C:19](=[CH:20][CH:21]=[CH:22][CH:23]=2)[C:18]1=[O:28] |f:1.2,6.7.8|. Procedure: A solution of isocoumarin (26 g, 0.16 mol) in 95% ethanol (2000 ml ) was treated with 25% hydrazine hydrate in water (64 ml, 0.32 mol) and stirred at room temperature for one hour. The precipitate of 2-amino-3,4-dihydro-3-hydroxy-1H(2H)-isoquinolinone was dissolved and dehydrated by addition of 10% hydrochloric acid (150 ml) at room temperature. After three hours, the mixture was neutralized with sodium carbonate and the ethanol recovered by distillation in vacuo. The title compound was isolated...